Task: describe an organic reaction: reactants, conditions, products, and yield. Dataset: the Open Reaction Database (ORD), a public repository of structured organic reaction records Reactants: BrC1=NN(C(=C1[N+](=O)[O-])NC)C (3-bromo-1-methyl-5-methylamino-4-nitropyrazole), S(O)(O)(=O)=O (sulfuric acid). The solvent is O (water). Product: NC=1C=NN(C1NC)C (4-amino-1-methyl-5-methylaminopyrazole). The yield is 137.7%. Reaction SMILES: Br[C:2]1[C:6]([N+:7]([O-])=O)=[C:5]([NH:10][CH3:11])[N:4]([CH3:12])[N:3]=1.S(=O)(=O)(O)O>O>[NH2:7][C:6]1[CH:2]=[N:3][N:4]([CH3:12])[C:5]=1[NH:10][CH3:11]. Reported procedure: 0.5 g (2.13 mmoles) of 3-bromo-1-methyl-5-methylamino-4-nitropyrazole are hydrogenated in a solution of 220 mg (2.13 mmoles) sulfuric acid in 20 ml water for 14 hours after adding the catalyst as described in method (2). After filtering the catalyst, the filtrate is reduced until dry and the residue is recrystallized from ethanol. 370 mg (78 percent of theory) of 4-amino-1-methyl-5-methylaminopyrazole hydrosulfate are obtained in the form of colorless crystals with a melting point of 185° to 188... The reactants are C(#N)C1=CC(=C(C=O)C=C1)[N+](=O)[O-] (4-cyano-2-nitrobenzaldehyde), FC(C=1C=C(C=CC1)NC(=O)N)(F)F (1-[3-(trifluoromethyl)phenyl]urea), P(=O)(OCC)(OCC)OCC (triethyl phosphate), ice water, C(CC(=O)C)(=O)OCC=C (Allyl acetoacetate). The solvent is C1CCOC1 (THF), C(C)(=O)OCC (ethyl acetate). Product: C(#N)C1=CC(=C(C=C1)C1NC(N(C(=C1C(=O)OCC=C)C)C1=CC(=CC=C1)C(F)(F)F)=O)[N+](=O)[O-] ((rac)-Allyl 4-(4-cyano-2-nitrophenyl)-6-methyl-2-oxo-1-[3-(trifluoromethyl)phenyl]-1,2,3,4-tetrahydropyrimidine-5-carboxylate). As a reaction SMILES: [C:1]([O:7][CH2:8][CH:9]=[CH2:10])(=[O:6])[CH2:2][C:3]([CH3:5])=O.[C:11]([C:13]1[CH:20]=[CH:19][C:16]([CH:17]=O)=[C:15]([N+:21]([O-:23])=[O:22])[CH:14]=1)#[N:12].[F:24][C:25]([F:37])([F:36])[C:26]1[CH:27]=[C:28]([NH:32][C:33]([NH2:35])=[O:34])[CH:29]=[CH:30][CH:31]=1.P(OCC)(OCC)(OCC)=O>C1COCC1.C(OCC)(=O)C>[C:11]([C:13]1[CH:20]=[CH:19][C:16]([CH:17]2[C:2]([C:1]([O:7][CH2:8][CH:9]=[CH2:10])=[O:6])=[C:3]([CH3:5])[N:32]([C:28]3[CH:29]=[CH:30][CH:31]=[C:26]([C:25]([F:36])([F:37])[F:24])[CH:27]=3)[C:33](=[O:34])[NH:35]2)=[C:15]([N+:21]([O-:23])=[O:22])[CH:14]=1)#[N:12]. Procedure: The reaction was carried out under argon. Allyl acetoacetate (5.94 g, 41.5 mmol; 1.0 eq.) was initially charged in THF (117 ml) at RT. Subsequently, 4-cyano-2-nitrobenzaldehyde (10.45 g, 41.5 mmol, purity 70%; 1.0 eq.), 1-[3-(trifluoromethyl)phenyl]urea (8.48 g, 41.5 mmol) and triethyl phosphate (17.7 g) were added. The mixture was stirred under reflux for 16 h. For work-up, initially ice-water was added, and the mixture was then taken up in ethyl acetate (400 ml). The organic phase was dried ov... Starting materials: Clc1ccc(Oc2cccc(N3CCNCC3)n2)cc1, O=C(NCC(F)(F)F)C1(CCCCBr)c2ccccc2-c2ccccc21. The product is O=C(NCC(F)(F)F)C1(CCCCN2CCN(c3cccc(Oc4ccc(Cl)cc4)n3)CC2)c2ccccc2-c2ccccc21. RXN SMILES: [Cl:1][c:2]1[cH:3][cH:4][c:5]([O:6][c:7]2[cH:8][cH:9][cH:10][c:11]([N:13]3[CH2:14][CH2:15][NH:16][CH2:17][CH2:18]3)[n:12]2)[cH:19][cH:20]1.[F:21][C:22]([CH2:23][NH:24][C:25](=[O:26])[C:27]1([CH2:40][CH2:41][CH2:42][CH2:43][Br:44])[c:28]2[cH:29][cH:30][cH:31][cH:32][c:33]2-[c:34]2[cH:35][cH:36][cH:37][cH:38][c:39]21)([F:45])[F:46]>>[Cl:1][c:2]1[cH:3][cH:4][c:5]([O:6][c:7]2[cH:8][cH:9][cH:10][c:11]([N:13]3[CH2:14][CH2:15][N:16]([CH2:43][CH2:42][CH2:41][CH2:40][C:27]4([C:25]([NH:24][CH2:23][C:22]([F:21])([F:45])[F:46])=[O:26])[c:28]5[cH:29][cH:30][cH:31][cH:32][c:33]5-[c:34]5[cH:35][cH:36][cH:37][cH:38][c:39]54)[CH2:17][CH2:18]3)[n:12]2)[cH:19][cH:20]1. The reactants are Cl.NC(C(C)=O)CCCCNC(C1=CC=CC=C1)=O (3-amino-7-benzamidoheptan-2-one hydrochloride), [S-]C#N.[K+] (potassium thiocyanate). Run in O (water). Yields the product C(C1=CC=CC=C1)(=O)NCCCCC1=NC(N=C1C)=S (4-(4-benzamidobutyl)-5-methylimidazole-2-thione). Isolated yield 25.3%. Reaction SMILES: Cl.[NH2:2][CH:3]([CH2:7][CH2:8][CH2:9][CH2:10][NH:11][C:12](=[O:19])[C:13]1[CH:18]=[CH:17][CH:16]=[CH:15][CH:14]=1)[C:4](=O)[CH3:5].[S-:20][C:21]#[N:22].[K+]>O>[C:12]([NH:11][CH2:10][CH2:9][CH2:8][CH2:7][C:3]1[C:4]([CH3:5])=[N:22][C:21](=[S:20])[N:2]=1)(=[O:19])[C:13]1[CH:18]=[CH:17][CH:16]=[CH:15][CH:14]=1 |f:0.1,2.3|. Procedure: A solution of 3-amino-7-benzamidoheptan-2-one hydrochloride (16.39 g, 0.0576 mol) and potassium thiocyanate (7.30 g, 0.0755 mol, excess) in water was heated under reflux for 20 hours. The aquesus phase was decanted off and the organic phase was washed with water, and recrystallised from acetonitrile to give 4-(4-benzamidobutyl)-5-methylimidazole-2-thione (4.18 g, 25%) m.p. 180°-184°.